From a dataset of the Open Reaction Database (ORD), a public repository of structured organic reaction records. describe an organic reaction: reactants, conditions, products, and yield Starting materials: O=C1C=C(OC2=C1C=CC(=C2)OCCCOC2=C(C=CC=C2)CCC)C(=O)N (4-oxo-7-(3-[2-propylphenoxy]propoxy)-4H-1-benzopyran-2-carboxamide), S(O)(O)(=O)=O (sulphuric acid). The solvent is O1CCOCC1 (dioxane). Product: O=C1C=C(OC2=C1C=CC(=C2)OCCCOC2=C(C=CC=C2)CCC)C(=O)O (4-oxo-7-(3-[2-propylphenoxy]propoxy)-4H-1-benzopyran-2-carboxylic acid). As a reaction SMILES: [O:1]=[C:2]1[C:7]2[CH:8]=[CH:9][C:10]([O:12][CH2:13][CH2:14][CH2:15][O:16][C:17]3[CH:22]=[CH:21][CH:20]=[CH:19][C:18]=3[CH2:23][CH2:24][CH3:25])=[CH:11][C:6]=2[O:5][C:4]([C:26](N)=[O:27])=[CH:3]1.S(=O)(=O)(O)[OH:30]>O1CCOCC1>[O:1]=[C:2]1[C:7]2[CH:8]=[CH:9][C:10]([O:12][CH2:13][CH2:14][CH2:15][O:16][C:17]3[CH:22]=[CH:21][CH:20]=[CH:19][C:18]=3[CH2:23][CH2:24][CH3:25])=[CH:11][C:6]=2[O:5][C:4]([C:26]([OH:27])=[O:30])=[CH:3]1. Procedure: A suspension of 1.0 parts of 4-oxo-7-(3-[2-propylphenoxy]propoxy)-4H-1-benzopyran-2-carboxamide in 10 parts of dioxane and 10 parts of 10% v /v sulphuric acid was heated on a steam can for eight hours. The solid obtained on cooling was collected, washed with water and crystallised from acetone to give 0.75 parts of 4-oxo-7-(3-[2-propylphenoxy]propoxy)-4H-1-benzopyran-2-carboxylic acid, m.pt. 164°-166°. Starting materials: CC[O-].[Na+] (NaOEt), S(=O)(=O)(O)O.CN(C(=N)N)C (1,1-dimethylguanidine sulphate), ClC1=C(C=C(C=C1Cl)Cl)C(C#N)=C(C(F)(F)F)OC (2-(2,3,5-trichlorophenyl)-4,4,4-trifluoro-3-methoxybut-2-enonitrile). Run in CCO (EtOH), CCO (EtOH). Run at time 10 minute. Yields the product NC1=NC(=NC(=C1C1=C(C(=CC(=C1)Cl)Cl)Cl)C(F)(F)F)N(C)C (4-Amino-2(-N,N-dimethylamino)-5-(2,3,5-trichlorophenyl)-6-trifluoromethyl pyrimidine). Reaction SMILES: CC[O-].[Na+].S(O)(O)(=O)=O.[CH3:10][N:11]([CH3:15])[C:12]([NH2:14])=[NH:13].[Cl:16][C:17]1[C:22]([Cl:23])=[CH:21][C:20]([Cl:24])=[CH:19][C:18]=1[C:25](=[C:28](OC)[C:29]([F:32])([F:31])[F:30])[C:26]#[N:27]>CCO>[NH2:27][C:26]1[C:25]([C:18]2[CH:19]=[C:20]([Cl:24])[CH:21]=[C:22]([Cl:23])[C:17]=2[Cl:16])=[C:28]([C:29]([F:32])([F:31])[F:30])[N:14]=[C:12]([N:11]([CH3:15])[CH3:10])[N:13]=1 |f:0.1,2.3|. Procedure details: To a solution of NaOEt (from 0.144 g of Na) in EtOH (12.5 ml) was added 1,1-dimethylguanidine sulphate (1.4 g), (Aldrich). The resulting white suspension was stirred at room temperature for 10 minutes. A solution of 2-(2,3,5-trichlorophenyl)-4,4,4-trifluoro-3-methoxybut-2-enonitrile (see Example 1.6) (0.85 g) in EtOH (2.5 ml) was added and the resulting mixture was stirred at reflux for 4.5 hours. After cooling, the suspension was filtered, and the filtrate was evaporated to dryness in vacuo. Ch... Starting materials: C(C1=CC=CC=C1)OC1=C(N(C(=CC1=O)CNS(=O)(=O)C1=C(C=CC=C1)Cl)C)C(=O)O (3-Benzyloxy-6-[(2-chloro-benzenesulfonylamino)-methyl]-1-methyl-4-oxo-1,4-dihydro-pyridine-2-carboxylic acid), C(C)(C)NC(=O)C=1N(C(=CC(C1OCC1=CC=CC=C1)=O)CNS(=O)(=O)C1=CC=CC=C1)C (6-(benzenesulfonylamino-methyl)-3-benzyloxy-1-methyl-4-oxo-1,4-dihydro-pyridine-2-carboxylic acid isopropyl amide). The product is C(C)(C)NC(=O)C=1N(C(=CC(C1OCC1=CC=CC=C1)=O)CNS(=O)(=O)C1=C(C=CC=C1)Cl)C (3-Benzyloxy-6-[(2-chloro-benzenesulfonylamino)-methyl]-1-methyl-4-oxo-1,4-dihydro-pyridine-2-carboxylic acid isopropylamide). Isolated yield 45.0%. Reaction SMILES: [CH2:1]([O:8][C:9]1[C:14](=[O:15])[CH:13]=[C:12]([CH2:16][NH:17][S:18]([C:21]2[CH:26]=[CH:25][CH:24]=[CH:23][C:22]=2[Cl:27])(=[O:20])=[O:19])[N:11]([CH3:28])[C:10]=1[C:29](O)=[O:30])[C:2]1[CH:7]=[CH:6][CH:5]=[CH:4][CH:3]=1.[CH:32]([NH:35]C(C1N(C)C(CNS(C2C=CC=CC=2)(=O)=O)=CC(=O)C=1OCC1C=CC=CC=1)=O)([CH3:34])[CH3:33]>>[CH:32]([NH:35][C:29]([C:10]1[N:11]([CH3:28])[C:12]([CH2:16][NH:17][S:18]([C:21]2[CH:26]=[CH:25][CH:24]=[CH:23][C:22]=2[Cl:27])(=[O:19])=[O:20])=[CH:13][C:14](=[O:15])[C:9]=1[O:8][CH2:1][C:2]1[CH:3]=[CH:4][CH:5]=[CH:6][CH:7]=1)=[O:30])([CH3:34])[CH3:33]. Procedure: 3-Benzyloxy-6-[(2-chloro-benzenesulfonylamino)-methyl]-1-methyl-4-oxo-1,4-dihydro-pyridine-2-carboxylic acid isopropylamide (17-03) (250.0 mg, 45.0%) was synthesized as a brown solid from 3-benzyloxy-6-[(2-chloro-benzenesulfonylamino)-methyl]-1-methyl-4-oxo-1,4-dihydro-pyridine-2-carboxylic acid (13-03) (500.0 mg, 1.08 mmol) following the procedure described for 6-(benzenesulfonylamino-methyl)-3-benzyloxy-1-methyl-4-oxo-1,4-dihydro-pyridine-2-carboxylic acid isopropylamide (17-01). The reactants are CC(=O)[O-], CC(C)(C)C(=O)c1cn(COCC[Si](C)(C)C)c2ncc(Oc3ccccc3)nc12, ClCCl, [Na+], O, O, O, O=C(O)C(F)(F)F. Yields the product CC(C)(C)C(=O)c1c[nH]c2ncc(Oc3ccccc3)nc12. As a reaction SMILES: [C:41]([O-:42])(=[O:43])[CH3:44].[CH3:1][C:2]([C:3](=[O:4])[c:5]1[cH:6][n:7]([CH2:21][O:22][CH2:23][CH2:24][Si:25]([CH3:26])([CH3:27])[CH3:28])[c:8]2[n:9][cH:10][c:11]([O:14][c:15]3[cH:16][cH:17][cH:18][cH:19][cH:20]3)[n:12][c:13]12)([CH3:29])[CH3:30].[Cl:46][CH2:47][Cl:48].[Na+:45].[OH2:38].[OH2:39].[OH2:40].[OH:31][C:32]([C:33]([F:34])([F:35])[F:36])=[O:37]>>[CH3:1][C:2]([C:3](=[O:4])[c:5]1[cH:6][nH:7][c:8]2[n:9][cH:10][c:11]([O:14][c:15]3[cH:16][cH:17][cH:18][cH:19][cH:20]3)[n:12][c:13]12)([CH3:29])[CH3:30]. The reactants are I(=O)(=O)(=O)[O-].[Na+] (Sodium metaperiodate), COC(=O)C1=NC=C(C=C1CC=C)COC1=CC=CC=C1 (3-allyl-5-phenoxymethyl-pyridine-2-carboxylic acid methyl ester). The reagents and catalysts are [Os](=O)(=O)(=O)=O (osmium tetraoxide). Run in O (H2O), C1CCOC1 (THF), O (H2O). Reaction conditions: time 2 hour. Product: COC(=O)C1=NC=C(C=C1CC=O)COC1=CC=CC=C1 (3-(2-oxo-ethyl)-5-phenoxymethyl-pyridine-2-carboxylic acid methyl ester). Yield: 123.0%. As a reaction SMILES: I([O-])(=O)(=O)=[O:2].[Na+].[CH3:7][O:8][C:9]([C:11]1[C:16]([CH2:17][CH:18]=C)=[CH:15][C:14]([CH2:20][O:21][C:22]2[CH:27]=[CH:26][CH:25]=[CH:24][CH:23]=2)=[CH:13][N:12]=1)=[O:10]>O.C1COCC1.[Os](=O)(=O)(=O)=O>[CH3:7][O:8][C:9]([C:11]1[C:16]([CH2:17][CH:18]=[O:2])=[CH:15][C:14]([CH2:20][O:21][C:22]2[CH:27]=[CH:26][CH:25]=[CH:24][CH:23]=2)=[CH:13][N:12]=1)=[O:10] |f:0.1|. Reported procedure: Sodium metaperiodate (304 mg, 1.42 mmol) was added to a stirred solution of 3-allyl-5-phenoxymethyl-pyridine-2-carboxylic acid methyl ester (161 mg, 0.57 mmol) and osmium tetraoxide (0.37 mL, 0.028 mmol; 2.5% in tert-butanol) in H2O (3 mL) and THF (6 mL) at 0° C. The mixture was stirred at RT for 2 h. The mixture was diluted with H2O and extracted with EtOAc. The organic layer was separated, dried (Na2SO4), filtered and the solvents evaporated in vacuo to yield 3-(2-oxo-ethyl)-5-phenoxymethyl-py... Reactants: CN(C)C=O, COc1cc(CCl)ccc1Sc1ccccc1, N#C[Na], O. The product is COc1cc(CC#N)ccc1Sc1ccccc1. As a reaction SMILES: [CH3:22][N:23]([CH3:24])[CH:25]=[O:26].[Cl:1][CH2:2][c:3]1[cH:4][c:5]([O:16][CH3:17])[c:6]([S:9][c:10]2[cH:11][cH:12][cH:13][cH:14][cH:15]2)[cH:7][cH:8]1.[Na:18][C:19]#[N:20].[OH2:21]>>[CH2:2]([c:3]1[cH:4][c:5]([O:16][CH3:17])[c:6]([S:9][c:10]2[cH:11][cH:12][cH:13][cH:14][cH:15]2)[cH:7][cH:8]1)[C:19]#[N:20].